Dataset: the Open Reaction Database (ORD), a public repository of structured organic reaction records. Task: describe an organic reaction: reactants, conditions, products, and yield Reactants: N1=CC(=CC=C1)C1CCC2CCC1N2C(=O)N2CCCC1=CC=CC=C21 (1-[(4-pyridin-3-yl-8-azabicyclo[3.2.1]oct-8-yl)carbonyl]-1,2,3,4-tetrahydroquinoline), Cl (hydrochloric acid). Reaction SMILES: [N:1]1[CH:6]=[CH:5][CH:4]=[C:3]([CH:7]2[CH:13]3[N:14]([C:15]([N:17]4[C:26]5[C:21](=[CH:22][CH:23]=[CH:24][CH:25]=5)[CH2:20][CH2:19][CH2:18]4)=[O:16])[CH:10]([CH2:11][CH2:12]3)[CH2:9][CH2:8]2)[CH:2]=1.[ClH:27]>CCOCC>[ClH:27].[N:1]1[CH:6]=[CH:5][CH:4]=[C:3]([CH:7]2[CH:13]3[N:14]([C:15]([N:17]4[C:26]5[C:21](=[CH:22][CH:23]=[CH:24][CH:25]=5)[CH2:20][CH2:19][CH2:18]4)=[O:16])[CH:10]([CH2:11][CH2:12]3)[CH2:9][CH2:8]2)[CH:2]=1 |f:3.4|. Yields the product Cl.N1=CC(=CC=C1)C1CCC2CCC1N2C(=O)N2CCCC1=CC=CC=C21 (1-[(4-pyridin-3-yl-8-azabicyclo[3.2.1]oct-8-yl)carbonyl]-1,2,3,4-tetrahydroquinoline hydrochloride). Procedure details: 0.04 g of 1-[(4-pyridin-3-yl-8-azabicyclo[3.2.1]oct-8-yl)carbonyl]-1,2,3,4-tetrahydroquinoline is dissolved in 1.15 ml of a 0.2N solution of hydrochloric acid in ether. After evaporation, the residue is taken up in ethyl acetate. The precipitate is filtered off and then dried under vacuum. 0.004 g of 1-[(4-pyridin-3-yl-8-azabicyclo[3.2.1]oct-8-yl)carbonyl]-1,2,3,4-tetrahydroquinoline hydrochloride is obtained. Solvent: solution, CCOCC (ether).